This data is from the Open Reaction Database (ORD), a public repository of structured organic reaction records. The task is: describe an organic reaction: reactants, conditions, products, and yield Reactants: CC(C)(C)[O-], CC(C)(C)O, CI, CC1Cc2sccc2C1=O, [K+]. Yields the product CC1(C)Cc2sccc2C1=O. As a reaction SMILES: [C:11]([O-:12])([CH3:13])([CH3:14])[CH3:15].[C:19]([OH:20])([CH3:21])([CH3:22])[CH3:23].[CH3:17][I:18].[CH3:1][CH:2]1[C:3](=[O:10])[c:4]2[c:5]([s:6][cH:7][cH:8]2)[CH2:9]1.[K+:16]>>[CH3:1][C:2]1([CH3:11])[C:3](=[O:10])[c:4]2[c:5]([s:6][cH:7][cH:8]2)[CH2:9]1.